The task is: describe an organic reaction: reactants, conditions, products, and yield. This data is from the Open Reaction Database (ORD), a public repository of structured organic reaction records. The reactants are BrC=1C(=C(C(=CC1)N)N)Cl (4-bromo-3-chloro-1,2-benzenediamine), C(=O)(C(F)(F)F)O (TFA). Yields the product BrC1=C(C2=C(NC(=N2)C(F)(F)F)C=C1)Cl (5-Bromo-4-chloro-2-(trifluoromethyl)-1H-benzimidazole). RXN SMILES: [Br:1][C:2]1[C:3]([Cl:10])=[C:4]([NH2:9])[C:5]([NH2:8])=[CH:6][CH:7]=1.[C:11](O)([C:13]([F:16])([F:15])[F:14])=O>>[Br:1][C:2]1[CH:7]=[CH:6][C:5]2[NH:8][C:11]([C:13]([F:16])([F:15])[F:14])=[N:9][C:4]=2[C:3]=1[Cl:10]. Procedure details: Synthesized as described in Example 195C from 4-bromo-3-chloro-1,2-benzenediamine and TFA: MS (ESI) m/z 301 (M+1). Yields the product O=C1CC(C(F)(F)F)CC(=O)N1c1ccc(Br)cc1. The reactants are O=C(O)CC(CC(=O)Nc1ccc(Br)cc1)C(F)(F)F, O=C1CCCC(=O)O1, CC(=O)Cl, Nc1ccccc1. Reaction SMILES: [Br:1][c:2]1[cH:3][cH:4][c:5]([NH:8][C:9]([CH2:10][CH:11]([CH2:12][C:13](=[O:14])[OH:15])[C:16]([F:17])([F:18])[F:19])=[O:20])[cH:6][cH:7]1.[C:28]1(=[O:29])[O:30][C:31](=[O:32])[CH2:33][CH2:34][CH2:35]1.[CH3:36][C:37](=[O:38])[Cl:39].[NH2:21][c:22]1[cH:23][cH:24][cH:25][cH:26][cH:27]1>>[Br:1][c:2]1[cH:3][cH:4][c:5]([N:8]2[C:9](=[O:20])[CH2:10][CH:11]([C:16]([F:17])([F:18])[F:19])[CH2:12][C:13]2=[O:15])[cH:6][cH:7]1. Product: C(C)(C)(C)OC(=O)N1C(CCCC1)CCOC1=C(C(NC2=CC(=C(C=C12)[N+](=O)[O-])Cl)=O)C=1SC=CC1 (2-[2-(7-chloro-6-nitro-2-oxo-3-thiophen-2-yl-1,2-dihydro-quinolin-4-yloxy)-ethyl]-piperidine-1-carboxylic acid tert-butyl ester). Procedure: To a solution of 7-chloro-4-hydroxy-6-nitro-3-thiophen-2-yl-1H-quinolin-2-one (50 mg in 2.5 mL of tetrahydrofuran) at 0° C. was added 44 mg of 2-(2-hydroxyethyl)-piperidine-1-carboxylic acid tert-butyl ester and 63 mg of triphenylphosphine followed by 0.04 mL of diethyl azodicarboxylate and the mixture warmed to room temperature. After 24 hours, the solvents were removed in vacuo and the residue purified by flash chromatography on silica gel (hexane:ethyl acetate, 90:10; then 80:20; then 60:40) ... Conditions: time 24 hour. As a reaction SMILES: [Cl:1][C:2]1[CH:11]=[C:10]2[C:5]([C:6]([OH:18])=[C:7]([C:13]3[S:14][CH:15]=[CH:16][CH:17]=3)[C:8](=[O:12])[NH:9]2)=[CH:4][C:3]=1[N+:19]([O-:21])=[O:20].[C:22]([O:26][C:27]([N:29]1[CH2:34][CH2:33][CH2:32][CH2:31][CH:30]1[CH2:35][CH2:36]O)=[O:28])([CH3:25])([CH3:24])[CH3:23].C1(P(C2C=CC=CC=2)C2C=CC=CC=2)C=CC=CC=1.N(C(OCC)=O)=NC(OCC)=O>>[C:22]([O:26][C:27]([N:29]1[CH2:34][CH2:33][CH2:32][CH2:31][CH:30]1[CH2:35][CH2:36][O:18][C:6]1[C:5]2[C:10](=[CH:11][C:2]([Cl:1])=[C:3]([N+:19]([O-:21])=[O:20])[CH:4]=2)[NH:9][C:8](=[O:12])[C:7]=1[C:13]1[S:14][CH:15]=[CH:16][CH:17]=1)=[O:28])([CH3:25])([CH3:24])[CH3:23]. Starting materials: ClC1=C(C=C2C(=C(C(NC2=C1)=O)C=1SC=CC1)O)[N+](=O)[O-] (7-chloro-4-hydroxy-6-nitro-3-thiophen-2-yl-1H-quinolin-2-one), C(C)(C)(C)OC(=O)N1C(CCCC1)CCO (2-(2-hydroxyethyl)-piperidine-1-carboxylic acid tert-butyl ester), C1(=CC=CC=C1)P(C1=CC=CC=C1)C1=CC=CC=C1 (triphenylphosphine), N(=NC(=O)OCC)C(=O)OCC (diethyl azodicarboxylate). The yield is 53.2%. Reactants: O=C(Cl)C(Br)CCl, CCC1(C(=O)C(Br)CCl)COC(N)OC1, CCC1(N)COCOC1, ClCCl, [Na+], [OH-], O. As a reaction SMILES: [Br:12][CH:13]([C:14](=[O:15])[Cl:16])[CH2:17][Cl:18].[Br:19][CH:20]([CH2:21][Cl:22])[C:23]([C:24]1([CH2:25][CH3:26])[CH2:27][O:28][CH:29]([NH2:30])[O:31][CH2:32]1)=[O:33].[CH2:1]([CH3:2])[C:3]1([NH2:9])[CH2:4][O:5][CH2:6][O:7][CH2:8]1.[CH2:34]([Cl:35])[Cl:36].[Na+:11].[OH-:10].[OH2:37]>>[CH2:1]([CH3:2])[C:3]1([NH:9][C:14]([CH:13]([Br:12])[CH2:17][Cl:18])=[O:15])[CH2:4][O:5][CH2:6][O:7][CH2:8]1. Product: CCC1(NC(=O)C(Br)CCl)COCOC1. Reactants: ClC(F)F (chlorodifluoromethane), ClC1=C(C(=O)C2=C(C=C(C(=C2)O)OC)C)C(=CC=C1)Cl (2,6-dichloro-5'-hydroxy-4'-methoxy-2'-methyl-benzophenone), [OH-].[Na+] (sodium hydroxide). Run in C(OC)COC (dimethoxyethane), O (water). Run at temperature 60 celsius. Yields the product ClC1=C(C(=O)C2=C(C=C(C(=C2)OC(F)F)OC)C)C(=CC=C1)Cl (2,6-Dichloro-5'-difluoromethoxy-4'-methoxy-2'-methyl-benzophenone). RXN SMILES: [Cl:1][C:2]1[CH:19]=[CH:18][CH:17]=[C:16]([Cl:20])[C:3]=1[C:4]([C:6]1[CH:11]=[C:10]([OH:12])[C:9]([O:13][CH3:14])=[CH:8][C:7]=1[CH3:15])=[O:5].[OH-].[Na+].Cl[CH:24]([F:26])[F:25]>C(COC)OC.O>[Cl:1][C:2]1[CH:19]=[CH:18][CH:17]=[C:16]([Cl:20])[C:3]=1[C:4]([C:6]1[CH:11]=[C:10]([O:12][CH:24]([F:26])[F:25])[C:9]([O:13][CH3:14])=[CH:8][C:7]=1[CH3:15])=[O:5] |f:1.2|. Procedure details: To a solution of 2,6-dichloro-5'-hydroxy-4'-methoxy-2'-methyl-benzophenone (1.0 g; 3.2 mmol) in dimethoxyethane (7 ml) a solution of sodium hydroxide(0.6 g; 15 mmol) in water (1 ml) is added. The mixture is-heated to 60° C. with stirring, then a stream of chlorodifluoromethane is introduced for 20 minutes. After further stirring for 1.5 hours the solvent is evaporated. The residue is extracted with a mixture of trichloromethane and water. The organic phase is separated, dried and the solvent is ...